The task is: describe an organic reaction: reactants, conditions, products, and yield. This data is from the Open Reaction Database (ORD), a public repository of structured organic reaction records. The reactants are CCOC(=O)c1cc(NC2CCCC2)c2[nH]c(-c3ccccc3)cc2c1, CO, [Na+], [OH-], O. Product: O=C(O)c1cc(NC2CCCC2)c2[nH]c(-c3ccccc3)cc2c1. RXN SMILES: [CH2:1]([CH3:2])[O:3][C:4](=[O:5])[c:6]1[cH:7][c:8]2[cH:9][c:10](-[c:21]3[cH:22][cH:23][cH:24][cH:25][cH:26]3)[nH:11][c:12]2[c:13]([NH:15][CH:16]2[CH2:17][CH2:18][CH2:19][CH2:20]2)[cH:14]1.[CH3:30][OH:31].[Na+:29].[OH-:28].[OH2:27]>>[O:3]=[C:4]([OH:5])[c:6]1[cH:7][c:8]2[cH:9][c:10](-[c:21]3[cH:22][cH:23][cH:24][cH:25][cH:26]3)[nH:11][c:12]2[c:13]([NH:15][CH:16]2[CH2:17][CH2:18][CH2:19][CH2:20]2)[cH:14]1.